Dataset: the Open Reaction Database (ORD), a public repository of structured organic reaction records. Task: describe an organic reaction: reactants, conditions, products, and yield Starting materials: tris-HCl, NCC(=O)O.[OH-].[Na+] (glycine NaOH), P(=O)([O-])([O-])[O-] (phosphate), O=C[C@@H](O)[C@@H](O)[C@H](O)[C@H](O)CO (mannose), O=C[C@@H](O)[C@@H](O)[C@H](O)[C@H](O)CO (mannose). Solvent: C(C)(=O)O (acetic acid). Product: OCC(=O)[C@@H](O)[C@H](O)[C@H](O)CO (fructose). Reaction SMILES: NCC(O)=O.[OH-].[Na+].P([O-])([O-])([O-])=O.[O:13]=[CH:14][C@H:15]([C@H:17]([C@@H:19]([C@@H:21]([CH2:23][OH:24])[OH:22])[OH:20])[OH:18])[OH:16]>C(O)(=O)C>[OH:13][CH2:14][C:15]([C@H:17]([C@@H:19]([C@@H:21]([CH2:23][OH:24])[OH:22])[OH:20])[OH:18])=[O:16] |f:0.1.2|. Reported procedure: 50 mm each of acetic acid buffer (pH 4.5 to 6.0), tris-HCl buffer (pH 7 to 8.6), glycine-NaOH buffer (pH 8.0 to 10.5) and phosphate buffer (Na2HPO4—NaOH, pH 8 to 11), 0.1M of mannose and 0.15 units of mannose isomerase were added to form a mixture with a total volume of 0.4 ml, and reacted at 40° C. for 30 minutes. The amount of fructose produced was determined by the cysteine-carbazole process. The relative activities at each pHs are shown in Table 3 and FIG. 1, with the activity at pH 8.2, whi...